describe an organic reaction: reactants, conditions, products, and yield From a dataset of the Open Reaction Database (ORD), a public repository of structured organic reaction records. Reactants: BrC1=CC=C2C=CC3=C(C=CC4=CC=C1C2=C34)Br (1,6-dibromopyrene), C1(=CC=CC2=CC=CC=C12)B(O)O (naphthalen-1-ylboronic acid), C(=O)([O-])[O-].[Na+].[Na+] (Na2CO3), CCO (EtOH). Reagents/catalysts: C=1C=CC(=CC1)[P](C=2C=CC=CC2)(C=3C=CC=CC3)[Pd]([P](C=4C=CC=CC4)(C=5C=CC=CC5)C=6C=CC=CC6)([P](C=7C=CC=CC7)(C=8C=CC=CC8)C=9C=CC=CC9)[P](C=1C=CC=CC1)(C=1C=CC=CC1)C=1C=CC=CC1 (Tetrakis(triphenylphosphine)Palladium). The solvent is C1(=CC=CC=C1)C (toluene). Conditions: temperature 90 celsius. Product: BrC1=CC=C2C=CC3=C(C=CC4=CC=C1C2=C34)C3=CC=CC4=CC=CC=C34 (1-bromo-6-(naphthalen-1-yl)pyrene). Yield: 45.5%. Reaction SMILES: [Br:1][C:2]1[C:15]2[C:16]3=[C:17]4[C:12](=[CH:13][CH:14]=2)[CH:11]=[CH:10][C:9](Br)=[C:8]4[CH:7]=[CH:6][C:5]3=[CH:4][CH:3]=1.[C:19]1(B(O)O)[C:28]2[C:23](=[CH:24][CH:25]=[CH:26][CH:27]=2)[CH:22]=[CH:21][CH:20]=1.C([O-])([O-])=O.[Na+].[Na+].CCO>C1C=CC([P]([Pd]([P](C2C=CC=CC=2)(C2C=CC=CC=2)C2C=CC=CC=2)([P](C2C=CC=CC=2)(C2C=CC=CC=2)C2C=CC=CC=2)[P](C2C=CC=CC=2)(C2C=CC=CC=2)C2C=CC=CC=2)(C2C=CC=CC=2)C2C=CC=CC=2)=CC=1.C1(C)C=CC=CC=1>[Br:1][C:2]1[C:15]2[C:16]3=[C:17]4[C:12](=[CH:13][CH:14]=2)[CH:11]=[CH:10][C:9]([C:27]2[C:28]5[C:23](=[CH:22][CH:21]=[CH:20][CH:19]=5)[CH:24]=[CH:25][CH:26]=2)=[C:8]4[CH:7]=[CH:6][C:5]3=[CH:4][CH:3]=1 |f:2.3.4,^1:44,46,65,84|. Reported procedure: A mixture of 27.2 g (75.6 mmol) of 1,6-dibromopyrene, 13 g (75.6 mmol) of naphthalen-1-ylboronic acid, 0.87 g(0.756 mmol) of Tetrakis(triphenylphosphine)Palladium, 57 ml of 2M Na2CO3, 120 ml of EtOH and 300 ml toluene was degassed and placed under nitrogen, and then heated at 90° C. for 24 h. After the reaction finish, the mixture was allowed to cool to room temperature. Than 500 ml MeOH was added, while stirring and the precipitated product was filtered off with suction. To give 14 g (yield 45.... Reactants: CC=CCBr, CC(=O)Nc1ccc(Nc2c(N)cc(C(=O)O)cc2S(N)(=O)=O)cc1, [Na+], [OH-], O. Product: CC=CCNc1cc(C(=O)O)cc(S(N)(=O)=O)c1Nc1ccc(NC(C)=O)cc1. As a reaction SMILES: [Br:26][CH2:27][CH:28]=[CH:29][CH3:30].[C:1]([CH3:2])(=[O:3])[NH:4][c:5]1[cH:6][cH:7][c:8]([NH:11][c:12]2[c:13]([NH2:25])[cH:14][c:15]([C:16](=[O:17])[OH:18])[cH:19][c:20]2[S:21]([NH2:22])(=[O:23])=[O:24])[cH:9][cH:10]1.[Na+:32].[OH-:31].[OH2:33]>>[C:1]([CH3:2])(=[O:3])[NH:4][c:5]1[cH:6][cH:7][c:8]([NH:11][c:12]2[c:13]([NH:25][CH2:27][CH:28]=[CH:29][CH3:30])[cH:14][c:15]([C:16](=[O:17])[OH:18])[cH:19][c:20]2[S:21]([NH2:22])(=[O:23])=[O:24])[cH:9][cH:10]1. Reactants: CO, CCOCC, [O-][I+3]([O-])([O-])[O-], [Na+], O, COC1C(OC(=O)C=CC(O)C(C)O)CCC2(CO2)C1C1(C)OC1CC=C(C)C. Product: COC1C(OC(=O)C=CC=O)CCC2(CO2)C1C1(C)OC1CC=C(C)C. As a reaction SMILES: [CH3:36][OH:37].[CH3:39][CH2:40][O:41][CH2:42][CH3:43].[I+3:30]([O-:31])([O-:32])([O-:33])[O-:34].[Na+:35].[OH2:38].[OH:1][CH:2]([CH:3]=[CH:4][C:5](=[O:6])[O:7][CH:8]1[CH:9]([O:25][CH3:26])[CH:10]([C:16]2([CH3:24])[O:17][CH:18]2[CH2:19][CH:20]=[C:21]([CH3:22])[CH3:23])[C:11]2([CH2:12][O:13]2)[CH2:14][CH2:15]1)[CH:27]([OH:28])[CH3:29]>>[O:1]=[CH:2][CH:3]=[CH:4][C:5](=[O:6])[O:7][CH:8]1[CH:9]([O:25][CH3:26])[CH:10]([C:16]2([CH3:24])[O:17][CH:18]2[CH2:19][CH:20]=[C:21]([CH3:22])[CH3:23])[C:11]2([CH2:12][O:13]2)[CH2:14][CH2:15]1. Yields the product CC(=CCCBr)CCOC(C)C. Starting materials: Br, CC(C)OCCC(C)(O)C1CC1. RXN SMILES: [BrH:1].[CH:2]1([C:5]([CH3:6])([CH2:7][CH2:8][O:9][CH:10]([CH3:11])[CH3:12])[OH:13])[CH2:3][CH2:4]1>>[Br:1][CH2:4][CH2:3][CH:2]=[C:5]([CH3:6])[CH2:7][CH2:8][O:9][CH:10]([CH3:11])[CH3:12]. The reactants are COc1ccc(C(Cl)(c2ccccc2)c2ccc(OC)cc2)cc1, ClCCl, O=c1[nH]c(=O)n(C2OC(CO)C(O)C2O)cc1F, c1ccncc1. The product is O=c1[nH]c(=O)n(C2CC(O)C(CO)O2)cc1F. RXN SMILES: [CH3:19][O:20][c:21]1[cH:22][cH:23][c:24]([C:25]([Cl:26])([c:27]2[cH:28][cH:29][cH:30][cH:31][cH:32]2)[c:33]2[cH:34][cH:35][c:36]([O:37][CH3:38])[cH:39][cH:40]2)[cH:41][cH:42]1.[Cl:49][CH2:50][Cl:51].[F:1][c:2]1[c:3](=[O:18])[nH:4][c:5](=[O:17])[n:6]([CH:7]2[CH:8]([OH:9])[CH:10]([OH:11])[CH:12]([CH2:13][OH:14])[O:15]2)[cH:16]1.[cH:43]1[cH:44][cH:45][n:46][cH:47][cH:48]1>>[F:1][c:2]1[c:3](=[O:18])[nH:4][c:5](=[O:17])[n:6]([CH:7]2[CH2:8][CH:10]([OH:11])[CH:12]([CH2:13][OH:14])[O:15]2)[cH:16]1. The reactants are NCCCBr, Br, Cc1cc(Cl)ccc1N, [Na+], [OH-], O. The product is Cc1cc(Cl)ccc1NCCCN. As a reaction SMILES: [Br:11][CH2:12][CH2:13][CH2:14][NH2:15].[BrH:10].[Cl:1][c:2]1[cH:3][c:4]([CH3:9])[c:5]([NH2:6])[cH:7][cH:8]1.[Na+:17].[OH-:16].[OH2:18]>>[Cl:1][c:2]1[cH:3][c:4]([CH3:9])[c:5]([NH:6][CH2:12][CH2:13][CH2:14][NH2:15])[cH:7][cH:8]1. Reported procedure: To a glass tube was added maleic anhydride (73.3 mg., 0.75 mmole) and 1,1-dichloro-2,2-dimethylcyclopropane (119.3 mg., 0.86 mmole). The tube was sealed and heated at 165°-170°C. for 6-8 hours. The tube was allowed to cool and was opened (caution HCl pressure). The initially liquid product mixture crystallized with vigorous evolution of hydrogen chloride. Extraction of the crude solid (m.p. 60°-70°C.) with boiling n-hexane gave 1-chloro-2-methylcyclohexene-4,5-dicarboxylic anhydride (20.5 mg., 1... Isolated yield 13.6%. Reactants: C1(\C=C/C(=O)O1)=O (maleic anhydride), ClC1(C(C1)(C)C)Cl (1,1-dichloro-2,2-dimethylcyclopropane), Cl (HCl). RXN SMILES: [C:1]1(=[O:7])[O:6][C:4](=[O:5])[CH:3]=[CH:2]1.[Cl:8][C:9]1(Cl)[CH2:11][C:10]1([CH3:13])[CH3:12].Cl>>[Cl:8][C:9]1[CH2:11][CH:2]2[C:1]([O:6][C:4](=[O:5])[CH:3]2[CH2:12][C:10]=1[CH3:13])=[O:7]. The product is ClC1=C(CC2C(C1)C(=O)OC2=O)C (1-chloro-2-methylcyclohexene-4,5-dicarboxylic anhydride). Starting materials: C=CC(=O)OC, CCOC(C)=O, C[N+](C)(C)Cc1ccccc1, CCCCCC, O=[N+]([O-])c1ccc2[nH]cc(Cc3cccnc3)c2c1, C1COCCO1, [OH-]. Product: COC(=O)CCn1cc(Cc2cccnc2)c2cc([N+](=O)[O-])ccc21. Reaction SMILES: [C:32]([CH:33]=[CH2:34])(=[O:35])[O:36][CH3:37].[C:44]([O:45][CH2:46][CH3:47])(=[O:48])[CH3:49].[CH2:2]([N+:3]([CH3:4])([CH3:5])[CH3:6])[c:7]1[cH:8][cH:9][cH:10][cH:11][cH:12]1.[CH3:38][CH2:39][CH2:40][CH2:41][CH2:42][CH3:43].[N+:13](=[O:14])([O-:15])[c:16]1[cH:17][c:18]2[c:19]([CH2:25][c:26]3[cH:27][n:28][cH:29][cH:30][cH:31]3)[cH:20][nH:21][c:22]2[cH:23][cH:24]1.[O:50]1[CH2:51][CH2:52][O:53][CH2:54][CH2:55]1.[OH-:1]>>[N+:13](=[O:14])([O-:15])[c:16]1[cH:17][c:18]2[c:19]([CH2:25][c:26]3[cH:27][n:28][cH:29][cH:30][cH:31]3)[cH:20][n:21]([CH2:34][CH2:33][C:32](=[O:35])[O:36][CH3:37])[c:22]2[cH:23][cH:24]1. The reactants are CCN(C(C)C)C(C)C, ClCCl, O=S(=O)(Cl)c1ccc(F)cc1, NCC1CCC(CN)CC1. Yields the product NCC1CCC(CNS(=O)(=O)c2ccc(F)cc2)CC1. As a reaction SMILES: [CH:22]([N:23]([CH:24]([CH3:25])[CH3:26])[CH2:27][CH3:28])([CH3:29])[CH3:30].[Cl:31][CH2:32][Cl:33].[F:1][c:2]1[cH:3][cH:4][c:5]([S:8](=[O:9])(=[O:10])[Cl:11])[cH:6][cH:7]1.[NH2:12][CH2:13][CH:14]1[CH2:15][CH2:16][CH:17]([CH2:20][NH2:21])[CH2:18][CH2:19]1>>[F:1][c:2]1[cH:3][cH:4][c:5]([S:8](=[O:9])(=[O:10])[NH:21][CH2:20][CH:17]2[CH2:16][CH2:15][CH:14]([CH2:13][NH2:12])[CH2:19][CH2:18]2)[cH:6][cH:7]1.